Dataset: the Open Reaction Database (ORD), a public repository of structured organic reaction records. Task: describe an organic reaction: reactants, conditions, products, and yield Starting materials: CCO, CSc1nccnn1, [Na], O=C=O, O, c1ccccc1. Yields the product CCOc1nccnn1. RXN SMILES: [CH2:2]([CH3:3])[OH:4].[CH3:5][S:6][c:7]1[n:8][n:9][cH:10][cH:11][n:12]1.[Na:1].[O:13]=[C:14]=[O:15].[OH2:22].[cH:16]1[cH:17][cH:18][cH:19][cH:20][cH:21]1>>[CH2:2]([CH3:3])[O:4][c:7]1[n:8][n:9][cH:10][cH:11][n:12]1. Reactants: C1(=CC=CC=C1)S(=O)(=O)CCCCl (3-phenylsulfonyl-1-chloropropane), O (water), Cl.Cl.CN1C(N(C=2N=CN(C2C1=O)CC(CN1CCNCC1)O)C)=O (1-[3-(1,3-dimethyl-3,7-dihydro-1H-purine-2,6-dion-7-yl)-2-hydroxypropyl]piperazine dihydrochloride), C([O-])([O-])=O.[K+].[K+] (potassium carbonate). Solvent: CN(C=O)C (dimethylformamide). Run at temperature 60 celsius, time 8 hour. Product: CN1C(N(C=2N=CN(C2C1=O)CC(CN1CCN(CC1)CCCS(=O)(=O)C1=CC=CC=C1)O)C)=O (1-[3-(1,3-Dimethyl-3,7-dihydro-1H-purine-2,6-dion-7-yl)-2-hydroxypropyl]-4-(3-phenylsulfonylpropyl)piperazine). As a reaction SMILES: [C:1]1([S:7]([CH2:10][CH2:11][CH2:12]Cl)(=[O:9])=[O:8])[CH:6]=[CH:5][CH:4]=[CH:3][CH:2]=1.Cl.Cl.[CH3:16][N:17]1[C:25](=[O:26])[C:24]2[N:23]([CH2:27][CH:28]([OH:36])[CH2:29][N:30]3[CH2:35][CH2:34][NH:33][CH2:32][CH2:31]3)[CH:22]=[N:21][C:20]=2[N:19]([CH3:37])[C:18]1=[O:38].C(=O)([O-])[O-].[K+].[K+].O>CN(C)C=O>[CH3:16][N:17]1[C:25](=[O:26])[C:24]2[N:23]([CH2:27][CH:28]([OH:36])[CH2:29][N:30]3[CH2:31][CH2:32][N:33]([CH2:12][CH2:11][CH2:10][S:7]([C:1]4[CH:6]=[CH:5][CH:4]=[CH:3][CH:2]=4)(=[O:9])=[O:8])[CH2:34][CH2:35]3)[CH:22]=[N:21][C:20]=2[N:19]([CH3:37])[C:18]1=[O:38] |f:1.2.3,4.5.6|. Reported procedure: 0.13 Moles of 3-phenylsulfonyl-1-chloropropane were combined with 0.14 moles of 1-[3-(1,3-dimethyl-3,7-dihydro-1H-purine-2,6-dion-7-yl)-2-hydroxypropyl]piperazine dihydrochloride and 0.3 moles potassium carbonate in 600 grams dimethylformamide. The mixture was stirred overnight at 60° C. After cooling, the reaction mixture was poured into water, extracted with CH2Cl2, washed with water, dried, and evaporated with gentle heating. The residue was recrystallized from ethanol to give the free base f...